From a dataset of the Open Reaction Database (ORD), a public repository of structured organic reaction records. describe an organic reaction: reactants, conditions, products, and yield Starting materials: O (water), NC1=CC=C2CCC(OC2=C1)CO (7-amino-2-(hydroxymethyl)chroman), C1(=CC=CC=C1)S(=O)(=O)Cl (phenylsulfonyl chloride). Reported procedure: A solution of (7-amino-2-(hydroxymethyl)chroman (0.52 g, 2.9 mmol) in pyridine is treated with a solution of phenylsulfonyl chloride (0.81 mL, 6.4 mmol) in pyridine, stirred at ambient temperature for 1 h, poured into water and extracted with ethyl acetate. The extracts are combined, washed with brine, dried over MgSO4 and concentrated in vacuo. The resultant residue is chromatographed (silica gel, ethyl acetate:hexane 1:1) to afford the title product as an off-white solid, 1.23 g (92% yield), i... Conditions: time 1 hour. Yields the product C1(=CC=CC=C1)S(=O)(=O)NC1=CC=C2CCC(OC2=C1)COS(=O)(=O)C1=CC=CC=C1 ({7-[(Phenylsulfonyl)amino]-3,4-dihydro-2H-chromen-2-yl}methylbenzenesulfonate). Run in N1=CC=CC=C1 (pyridine), N1=CC=CC=C1 (pyridine). Isolated yield 92.0%. RXN SMILES: [NH2:1][C:2]1[CH:11]=[C:10]2[C:5]([CH2:6][CH2:7][CH:8]([CH2:12][OH:13])[O:9]2)=[CH:4][CH:3]=1.[C:14]1([S:20](Cl)(=[O:22])=[O:21])[CH:19]=[CH:18][CH:17]=[CH:16][CH:15]=1.[OH2:24]>N1C=CC=CC=1>[C:14]1([S:20]([NH:1][C:2]2[CH:11]=[C:10]3[C:5]([CH2:6][CH2:7][CH:8]([CH2:12][O:13][S:20]([C:14]4[CH:19]=[CH:18][CH:17]=[CH:16][CH:15]=4)(=[O:21])=[O:24])[O:9]3)=[CH:4][CH:3]=2)(=[O:22])=[O:21])[CH:19]=[CH:18][CH:17]=[CH:16][CH:15]=1. The reactants are BrC1=CC=C(C=C1)S(=O)(=O)N[C@H](C(=O)O)CC1=CC=CC=C1 ((S)-2-(4-bromobenzenesulfonylamino)-3-phenylpropanoic acid), C1(CCCCC1)N=C=NC1CCCCC1 (N,N'-dicyclohexylcarbodiimide), NC1=CC=C(C=C1)CC(=O)OCC (ethyl 4-aminophenylacetate). Run in ClCCl (dichloromethane). The product is BrC1=CC=C(C=C1)S(=O)(=O)N[C@H](C(=O)NC1=CC=C(C=C1)CC(=O)OCC)CC1=CC=CC=C1 ((S)-2-(4-bromobenzenesulfonylamino)-N-(4-(ethoxycarbonylmethyl)phenyl)-3-phenylpropanamide). Isolated yield 40.8%. As a reaction SMILES: [Br:1][C:2]1[CH:7]=[CH:6][C:5]([S:8]([NH:11][C@@H:12]([CH2:16][C:17]2[CH:22]=[CH:21][CH:20]=[CH:19][CH:18]=2)[C:13](O)=[O:14])(=[O:10])=[O:9])=[CH:4][CH:3]=1.[NH2:23][C:24]1[CH:29]=[CH:28][C:27]([CH2:30][C:31]([O:33][CH2:34][CH3:35])=[O:32])=[CH:26][CH:25]=1.C1(N=C=NC2CCCCC2)CCCCC1>ClCCl>[Br:1][C:2]1[CH:7]=[CH:6][C:5]([S:8]([NH:11][C@@H:12]([CH2:16][C:17]2[CH:18]=[CH:19][CH:20]=[CH:21][CH:22]=2)[C:13]([NH:23][C:24]2[CH:25]=[CH:26][C:27]([CH2:30][C:31]([O:33][CH2:34][CH3:35])=[O:32])=[CH:28][CH:29]=2)=[O:14])(=[O:9])=[O:10])=[CH:4][CH:3]=1. Procedure: The procedure described in Example 180 was repeated, except that (S)-2-(4-bromobenzenesulfonylamino)-3-phenylpropanoic acid (5.83 g) and ethyl 4-aminophenylacetate (2.58 g) were condensed in dichloromethane (70 ml) in the presence of N,N'-dicyclohexylcarbodiimide (3.76 g). The reaction mixture was filtered, and the filtrate was concentrated. The resulting crude product was recrystallized from ethanol to obtain (S)-2-(4-bromobenzenesulfonylamino)-N-(4-(ethoxycarbonylmethyl)phenyl)-3-phenylpropana... The reactants are NC1=C(OC2=C(NC3=CC=CC=C23)C(=O)O)C=CC=C1 (3-[o-aminophenoxy]-indole-2-carboxylic acid), CCOC1C=CC2=CC=CC=C2N1C(=O)OCC (EEDQ). The solvent is C1CCOC1 (THF). Run at time 18 hour. Yields the product C1=C2C(=CC=C1)NC1=C2OC2=C(NC1=O)C=CC=C2 (7H-INDOLO[3,2-b][1,5]BENZOXAZEPINE-6(5H)-ONE). RXN SMILES: [NH2:1][C:2]1[CH:20]=[CH:19][CH:18]=[CH:17][C:3]=1[O:4][C:5]1[C:13]2[C:8](=[CH:9][CH:10]=[CH:11][CH:12]=2)[NH:7][C:6]=1[C:14](O)=[O:15].CCOC1N(C(OCC)=O)C2C(=CC=CC=2)C=C1>C1COCC1>[CH:12]1[CH:11]=[CH:10][CH:9]=[C:8]2[NH:7][C:6]3[C:14](=[O:15])[NH:1][C:2]4[CH:20]=[CH:19][CH:18]=[CH:17][C:3]=4[O:4][C:5]=3[C:13]=12. Reported procedure: A solution of 1.5g of 3-[o-aminophenoxy]-indole-2-carboxylic acid in 50ml of THF was treated with 1.48g of EEDQ and the clear solution left 18 hours at ambient temperature. The THF was removed by distillation, and the residue was rubbed with 2N HCl to give a yellow solid. Recrystallization from ethanol gave analytical material, mp. 233°-4°. Starting materials: ClC=1C2=C(N=CN1)SC(=C2)CC (4-chloro-6-ethylthieno[2,3-d]pyrimidine), NC=1SC(=NN1)C (2-amino-5-methyl-1,3,4-thiadiazole), C([O-])([O-])=O.[Na+].[Na+] (sodium carbonate), C([O-])([O-])=O.[Cs+].[Cs+] (cesium carbonate). Run in C(C)(C)O (isopropanol). Run at time 48 hour. Product: C(C)C1=CC2=C(N=CN=C2NC=2SC(=NN2)C)S1 (6-ethyl-N-(5-methyl-1,3,4-thiadiazol-2-yl)thieno[2,3-d]pyrimidin-4-amine). Reaction SMILES: Cl[C:2]1[C:3]2[CH:10]=[C:9]([CH2:11][CH3:12])[S:8][C:4]=2[N:5]=[CH:6][N:7]=1.[NH2:13][C:14]1[S:15][C:16]([CH3:19])=[N:17][N:18]=1.C(=O)([O-])[O-].[Na+].[Na+].C(=O)([O-])[O-].[Cs+].[Cs+]>C(O)(C)C>[CH2:11]([C:9]1[S:8][C:4]2[N:5]=[CH:6][N:7]=[C:2]([NH:13][C:14]3[S:15][C:16]([CH3:19])=[N:17][N:18]=3)[C:3]=2[CH:10]=1)[CH3:12] |f:2.3.4,5.6.7|. Procedure details: A solution of Example 1C (0.20 g, 1.01 mmol) in isopropanol (2 mL) was treated with 2-amino-5-methyl-1,3,4-thiadiazole (0.115 g, 1.726 mmol) and sodium carbonate (0.18 g, 1.7 mmol), stirred at room temperature for 48 hours, treated with cesium carbonate (0.55 g, 1.7 mmol), stirred at reflux for 24 hours, concentrated, treated with water, and extracted with dichloromethane. The extract was dried (MgSO4), filtered, and concentrated. The residue was recrystallized with ethanol/water to provide the ...